From a dataset of the Open Reaction Database (ORD), a public repository of structured organic reaction records. describe an organic reaction: reactants, conditions, products, and yield Starting materials: C([O-])([O-])=O.[K+].[K+] (potassium carbonate), CNCCCCCCCCCCCO (N-methyl-N-(11-hydroxyundecyl)amine), C8 -, C8, FC1=CC=C(C=O)C=C1 (4-fluorobenzaldehyde), [K+].[Br-] (KBr). The reagents and catalysts are [Cl-].C[N+](CCCCCCCC)(CCCCCCCC)CCCCCCCC (methyl-trioctylammonium chloride), CCCCCCCC[N+](C)(CCCCCCCC)CCCCCCCC.[Cl-] (Aliquat 336), CCCCCCCC[N+](C)(CCCCCCCC)CCCCCCCC.[Cl-] (Aliquat® 336). The solvent is CN1CCCN(C1=O)C (dimethylpropyleneurea), O (water). Run at temperature 95 celsius, time 72 hour. The product is CN(CCCCCCCCCCCO)C1=CC=C(C=O)C=C1 (4-[N-methyl-N-(11-hydroxyundecyl)-amino]-benzaldehyde). RXN SMILES: [CH3:1][NH:2][CH2:3][CH2:4][CH2:5][CH2:6][CH2:7][CH2:8][CH2:9][CH2:10][CH2:11][CH2:12][CH2:13][OH:14].C(=O)([O-])[O-].[K+].[K+].F[C:22]1[CH:29]=[CH:28][C:25]([CH:26]=[O:27])=[CH:24][CH:23]=1.[K+].[Br-]>CCCCCCCC[N+](CCCCCCCC)(CCCCCCCC)C.[Cl-].CN1C(=O)N(C)CCC1.O>[CH3:1][N:2]([C:22]1[CH:29]=[CH:28][C:25]([CH:26]=[O:27])=[CH:24][CH:23]=1)[CH2:3][CH2:4][CH2:5][CH2:6][CH2:7][CH2:8][CH2:9][CH2:10][CH2:11][CH2:12][CH2:13][OH:14] |f:1.2.3,5.6,7.8|. Procedure: 11.6 g of the N-methyl-N-(11-hydroxyundecyl)amine obtained according to Section 1, 8 g of potassium carbonate powder, 7.18 g of 4-fluorobenzaldehyde and 2 drops of the conventional and known phase transfer catalyst Aliquat® 336 (fatty quaternary ammonium chloride) in 50 ml of dimethylpropyleneurea were stirred for 72 hours at 95° C. Aliquat 336 is a commercial product and constitutes methyl-trioctylammonium chloride. It is a mixture of C8 - and C10 -chains, C8 being predominant. It is used as a ... Starting materials: C([O-])([O-])=O.[Na+].[Na+] (sodium carbonate), BrC=1C=C(C(=C(C(=O)NC)C1)NC1=NC(=NC=C1Cl)NC=1C=CC2=C(NC(CCC2)=O)C1)F (5-Bromo-2-[5-chloro-2-(2-oxo-2,3,4,5-tetrahydro-1H-benzo[b]azepin-8-ylamino)-pyrimidin-4-ylamino]-3-fluoro-N-methyl-benzamide), C1(=CC=CC=C1)C (toluene), C(#N)C1=CC=C(C=C1)B(O)O (4-cyanophenylboronic acid), C(C)O (ethanol). The reagents and catalysts are C=1C=CC(=CC1)[P](C=2C=CC=CC2)(C=3C=CC=CC3)[Pd]([P](C=4C=CC=CC4)(C=5C=CC=CC5)C=6C=CC=CC6)([P](C=7C=CC=CC7)(C=8C=CC=CC8)C=9C=CC=CC9)[P](C=1C=CC=CC1)(C=1C=CC=CC1)C=1C=CC=CC1 (Tetrakis(triphenylphosphine)palladium(0)). Run in O (water). Conditions: temperature 90 celsius. Yields the product CNC(=O)C=1C=C(C=C(C1NC1=NC(=NC=C1Cl)NC=1C=CC2=C(NC(CCC2)=O)C1)F)C1=CC=C(C=C1)C#N (4-[5-chloro-2-(2-oxo-2,3,4,5-tetrahydro-1H-benzo[b]azepin-8-ylamino)-pyrimidin-4-ylamino]-4′-cyano-5-fluoro-biphenyl-3-carboxylic acid methylamide). The yield is 43.7%. RXN SMILES: Br[C:2]1[CH:3]=[C:4]([F:33])[C:5]([NH:12][C:13]2[C:18]([Cl:19])=[CH:17][N:16]=[C:15]([NH:20][C:21]3[CH:22]=[CH:23][C:24]4[CH2:30][CH2:29][CH2:28][C:27](=[O:31])[NH:26][C:25]=4[CH:32]=3)[N:14]=2)=[C:6]([CH:11]=1)[C:7]([NH:9][CH3:10])=[O:8].C1(C)C=CC=CC=1.C(O)C.C(=O)([O-])[O-].[Na+].[Na+].[C:50]([C:52]1[CH:57]=[CH:56][C:55](B(O)O)=[CH:54][CH:53]=1)#[N:51]>O.C1C=CC([P]([Pd]([P](C2C=CC=CC=2)(C2C=CC=CC=2)C2C=CC=CC=2)([P](C2C=CC=CC=2)(C2C=CC=CC=2)C2C=CC=CC=2)[P](C2C=CC=CC=2)(C2C=CC=CC=2)C2C=CC=CC=2)(C2C=CC=CC=2)C2C=CC=CC=2)=CC=1>[CH3:10][NH:9][C:7]([C:6]1[CH:11]=[C:2]([C:55]2[CH:56]=[CH:57][C:52]([C:50]#[N:51])=[CH:53][CH:54]=2)[CH:3]=[C:4]([F:33])[C:5]=1[NH:12][C:13]1[C:18]([Cl:19])=[CH:17][N:16]=[C:15]([NH:20][C:21]2[CH:22]=[CH:23][C:24]3[CH2:30][CH2:29][CH2:28][C:27](=[O:31])[NH:26][C:25]=3[CH:32]=2)[N:14]=1)=[O:8] |f:3.4.5,^1:65,67,86,105|. Procedure: 5-Bromo-2-[5-chloro-2-(2-oxo-2,3,4,5-tetrahydro-1H-benzo[b]azepin-8-ylamino)-pyrimidin-4-ylamino]-3-fluoro-N-methyl-benzamide (55.0 mg, 0.103 mmol) was dissolved in toluene (4.00 mL, 37.6 mmol) and ethanol (4.00 mL, 68.5 mmol). Tetrakis(triphenylphosphine)palladium(0) (11.9 mg, 0.0103 mol) was added followed by 1.00 M sodium carbonate in water (412 uL) and 4-cyanophenylboronic acid (21.2 mg, 0.144 mmol). The reaction was heated at 90° C. overnight and then concentrated under reduced pressure. Th... Reactants: CN(C)C=O, CN(Cc1cc(C(F)(F)F)cc(C(F)(F)F)c1)C(=O)c1nc(S(C)(=O)=O)ncc1-c1ccccc1, O. Product: CN(Cc1cc(C(F)(F)F)cc(C(F)(F)F)c1)C(=O)c1nc(N)ncc1-c1ccccc1. As a reaction SMILES: [CH3:37][N:38]([CH3:39])[CH:40]=[O:41].[F:1][C:2]([c:3]1[cH:4][c:5]([CH2:6][N:7]([C:8](=[O:9])[c:10]2[n:11][c:12]([S:22]([CH3:23])(=[O:24])=[O:25])[n:13][cH:14][c:15]2-[c:16]2[cH:17][cH:18][cH:19][cH:20][cH:21]2)[CH3:26])[cH:27][c:28]([C:30]([F:31])([F:32])[F:33])[cH:29]1)([F:34])[F:35].[OH2:36]>>[F:1][C:2]([c:3]1[cH:4][c:5]([CH2:6][N:7]([C:8](=[O:9])[c:10]2[n:11][c:12]([NH2:38])[n:13][cH:14][c:15]2-[c:16]2[cH:17][cH:18][cH:19][cH:20][cH:21]2)[CH3:26])[cH:27][c:28]([C:30]([F:31])([F:32])[F:33])[cH:29]1)([F:34])[F:35]. Starting materials: COC(CCN(CC(=O)OC(C)(C)C)C([C@H](CC=1N=CN(C1)C(C1=CC=CC=C1)(C1=CC=CC=C1)C1=CC=CC=C1)NC(=O)OCC1=CC=CC=C1)=O)=O ((S)3-{[2-Benzyloxycarbonylamino-3-(1-trityl-1H-imidazol-4-yl)-propionyl]-tert-butoxycarbonylmethyl-amino}-propionic acid methyl ester), FC(C(=O)O)(F)F (trifluoroacetic acid). The solvent is ether hexanes. The product is COC(CCN(CC(=O)O)C([C@H](CC=1N=CNC1)NC(=O)OCC1=CC=CC=C1)=O)=O ((S)3-{[2-Benzyloxycarbonylamino-3-(1H-imidazol-4-yl)-propionyl]-carboxymethyl-amino}-propionic acid methyl ester). Isolated yield 91.0%. As a reaction SMILES: [CH3:1][O:2][C:3](=[O:54])[CH2:4][CH2:5][N:6]([C:15](=[O:53])[C@@H:16]([NH:42][C:43]([O:45][CH2:46][C:47]1[CH:52]=[CH:51][CH:50]=[CH:49][CH:48]=1)=[O:44])[CH2:17][C:18]1[N:19]=[CH:20][N:21](C(C2C=CC=CC=2)(C2C=CC=CC=2)C2C=CC=CC=2)[CH:22]=1)[CH2:7][C:8]([O:10]C(C)(C)C)=[O:9].FC(F)(F)C(O)=O>>[CH3:1][O:2][C:3](=[O:54])[CH2:4][CH2:5][N:6]([C:15](=[O:53])[C@@H:16]([NH:42][C:43]([O:45][CH2:46][C:47]1[CH:48]=[CH:49][CH:50]=[CH:51][CH:52]=1)=[O:44])[CH2:17][C:18]1[N:19]=[CH:20][NH:21][CH:22]=1)[CH2:7][C:8]([OH:10])=[O:9]. Procedure details: The compound from Step 2 (1.38 g, 1.9 mmol) was treated with 95% aqueous trifluoroacetic acid for 1.5 hours. The solvent was reduced to a few milliliters, and pipetted into 200 mL of ether/hexanes. The product was allowed to precipitate overnight at −40° C. The solid was collected, rinsed and dried; 0.75 g (91% yield). Starting materials: NC1=CC=2N=CN=C(C2C=N1)SC (7-amino-4-methylthiopyrido[4,3-d]pyrimidine), Cl.NC1=CC=C(C=C1)C(F)(F)F (4-aminobenzotrifluoride hydrochloride), NC1=CC=C(C=C1)C(F)(F)F (4-aminobenzotrifluoride), C(=O)(O)[O-].[Na+] (NaHCO3). Solvent: CO.C(Cl)(Cl)Cl (MeOH CHCl3). Reaction conditions: temperature 180 celsius, time 2 minute. Product: NC1=CC=2N=CN=C(C2C=N1)NC1=CC=C(C=C1)C(F)(F)F (7-amino-4-(4-trifluoromethylanilino)pyrido[4,3-d]pyrimidine). Yield: 63.2%. Reaction SMILES: [NH2:1][C:2]1[N:11]=[CH:10][C:9]2[C:8](SC)=[N:7][CH:6]=[N:5][C:4]=2[CH:3]=1.Cl.[NH2:15][C:16]1[CH:21]=[CH:20][C:19]([C:22]([F:25])([F:24])[F:23])=[CH:18][CH:17]=1.NC1C=CC(C(F)(F)F)=CC=1.C([O-])(O)=O.[Na+]>CO.C(Cl)(Cl)Cl>[NH2:1][C:2]1[N:11]=[CH:10][C:9]2[C:8]([NH:15][C:16]3[CH:21]=[CH:20][C:19]([C:22]([F:23])([F:24])[F:25])=[CH:18][CH:17]=3)=[N:7][CH:6]=[N:5][C:4]=2[CH:3]=1 |f:1.2,4.5,6.7|. Reported procedure: A mixture of 7-amino-4-methylthiopyrido[4,3-d]pyrimidine (390 mg, 2.03 mmol), 4-aminobenzotrifluoride hydrochloride (0.40 g, 2.02 mmol) and 4-aminobenzotrifluoride (1.61 g, 10.0 mmol) is stirred at 180° C. for 2 min. The resulting product is neutralized with excess NaHCO3, dissolved in MeOH/CHCl3, dried onto alumina and chromatographed over alumina (4-7% MeOH/CH2Cl2) to give 7-amino-4-(4-trifluoromethylanilino)pyrido[4,3-d]pyrimidine (390 mg, 63) as a cream solid. Analytically pure material was ... Reagents/catalysts: C=1C=CC(=CC1)/C=C/C(=O)/C=C/C2=CC=CC=C2.C=1C=CC(=CC1)/C=C/C(=O)/C=C/C2=CC=CC=C2.C=1C=CC(=CC1)/C=C/C(=O)/C=C/C2=CC=CC=C2.[Pd].[Pd] (tris(dibenzylideneacetone)dipalladium(0)). The solvent is C1(=CC=CC=C1)C (toluene). Yields the product C(C)OC1=CC2=C([C@]3([C@@](O2)([C@@H](C[C@H]3O)C3=CC=CC=C3)C3=CC=C(C=C3)N3CCCC3)O)C(=C1)OCC ((1R*,3S*,3aR*,8bS*)-6,8-Diethoxy-3-phenyl-3a-(4-pyrrolidin-1-ylphenyl)-2,3,3a,8b-tetrahydrocyclopenta[b]benzofuran-1,8b-(1H)-diol). Reaction SMILES: Br[C:2]1[CH:7]=[CH:6][C:5]([C@:8]23[C@H:15]([C:16]4[CH:21]=[CH:20][CH:19]=[CH:18][CH:17]=4)[CH2:14][C@@H:13]([OH:22])[C@@:12]2([OH:23])[C:11]2[C:24]([O:31][CH2:32][CH3:33])=[CH:25][C:26]([O:28][CH2:29][CH3:30])=[CH:27][C:10]=2[O:9]3)=[CH:4][CH:3]=1.[NH:34]1[CH2:38][CH2:37][CH2:36][CH2:35]1.CC(C)([O-])C.[Na+].C1(P(C2C=CC=CC=2)C2C=CC3C(=CC=CC=3)C=2C2C3C(=CC=CC=3)C=CC=2P(C2C=CC=CC=2)C2C=CC=CC=2)C=CC=CC=1>C1(C)C=CC=CC=1.C1C=CC(/C=C/C(/C=C/C2C=CC=CC=2)=O)=CC=1.C1C=CC(/C=C/C(/C=C/C2C=CC=CC=2)=O)=CC=1.C1C=CC(/C=C/C(/C=C/C2C=CC=CC=2)=O)=CC=1.[Pd].[Pd]>[CH2:29]([O:28][C:26]1[CH:25]=[C:24]([O:31][CH2:32][CH3:33])[C:11]2[C@:12]3([OH:23])[C@H:13]([OH:22])[CH2:14][C@@H:15]([C:16]4[CH:21]=[CH:20][CH:19]=[CH:18][CH:17]=4)[C@:8]3([C:5]3[CH:4]=[CH:3][C:2]([N:34]4[CH2:38][CH2:37][CH2:36][CH2:35]4)=[CH:7][CH:6]=3)[O:9][C:10]=2[CH:27]=1)[CH3:30] |f:2.3,6.7.8.9.10|. Starting materials: BrC1=CC=C(C=C1)[C@@]12OC3=C([C@@]1([C@@H](C[C@H]2C2=CC=CC=C2)O)O)C(=CC(=C3)OCC)OCC ((1R*,3S*,3aR*,8bS*)-3a-(4-Bromophenyl)-6,8-diethoxy-3-phenyl-2,3,3a,8b-tetrahydrocyclopenta-[b]benzofuran-1,8b-(1H)-diol), N1CCCC1 (pyrrolidine), CC(C)([O-])C.[Na+] (sodium tert-butoxide), C1(=CC=CC=C1)P(C1=C(C2=CC=CC=C2C=C1)C1=C(C=CC2=CC=CC=C12)P(C1=CC=CC=C1)C1=CC=CC=C1)C1=CC=CC=C1 (rac-2,2′-bis(diphenylphosphino)-1,1′-binaphthyl). Procedure: 51.1 mg (0.10 mmol) of (1R*,3S*,3aR*,8bS*)-3a-(4-bromophenyl)-6,8-diethoxy-3-phenyl-2,3,3a,8b-tetrahydrocyclopenta[b]benzofuran-1,8b-(1H)-diol (Example 8A), 4.7 mg (0.07 mmol) of pyrrolidine, 7.1 mg (0.07 mmol) of sodium tert-butoxide, 1.2 mg (0.001 mmol) of tris(dibenzylideneacetone)dipalladium(0) and 1.7 mg (0.003 mmol) of rac-2,2′-bis(diphenylphosphino)-1,1′-binaphthyl are heated in 0.6 ml of toluene at 80° C. under argon overnight. The mixture is then concentrated, taken up in DMSO and filte... Reactants: Cl (hydrochloric acid), O.Cl.C(C1=CC=CC=C1)(=O)N1CC(OCC1)(CCN1CCC(CC1)(C1=CC=CC=C1)NC(=O)N(C)C)C1=CC(=C(C=C1)F)F.C(C1=CC=CC=C1)(=O)N1CC(OCC1)(C1=CC(=C(C=C1)F)F)CCN1CCC(CC1)(NC(=O)N(C)C)C1=CC=CC=C1.Cl (4-Benzoyl-2-(3,4-difluorophenyl)-2-[2-[4-(N′,N′-dimethylureido)-4-phenylpiperid-1-yl]ethyl]morpholine hydrochloride hemihydrate), C1(=CC=C(C=C1)S(=O)(=O)O)C.COC(=O)NC1(CCNCC1)C1=CC=CC=C1 (4-(methoxycarbonylamino)-4-phenylpiperidine p-toluenesulfonate), C(=O)([O-])[O-].[K+].[K+] (K2CO3). Solvent: O (water), CCOCC (ether), CN(C)C=O (DMF), C(Cl)Cl (DCM). Run at temperature 90 celsius. The product is O.Cl.C(C1=CC=CC=C1)(=O)N1CC(OCC1)(CCN1CCC(CC1)(C1=CC=CC=C1)NC(=O)OC)C1=CC(=C(C=C1)F)F (4-Benzoyl-2-(3,4-difluorophenyl)-2-[2-[4-(methoxycarbonylamino)-4-phenylpiperid-1-yl]ethyl]morpholine hydrochloride monohydrate). Yield: 134.2%. As a reaction SMILES: O.[ClH:2].C(N1CCOC(C2C=CC(F)=C(F)C=2)(CCN2CCC(NC(N(C)C)=O)(C3C=CC=CC=3)CC2)C1)(=[O:10])C1C=CC=CC=1.[C:45]([N:53]1[CH2:58][CH2:57][O:56][C:55]([CH2:67][CH2:68]N2CCC(C3C=CC=CC=3)(NC(N(C)C)=O)CC2)([C:59]2[CH:64]=[CH:63][C:62]([F:65])=[C:61]([F:66])[CH:60]=2)[CH2:54]1)(=[O:52])[C:46]1[CH:51]=[CH:50][CH:49]=[CH:48][CH:47]=1.Cl.C1(C)C=CC(S(O)(=O)=O)=CC=1.[CH3:99][O:100][C:101]([NH:103][C:104]1([C:110]2[CH:115]=[CH:114][CH:113]=[CH:112][CH:111]=2)[CH2:109][CH2:108][NH:107][CH2:106][CH2:105]1)=[O:102].C([O-])([O-])=O.[K+].[K+].Cl>CN(C=O)C.C(Cl)Cl.CCOCC.O>[OH2:10].[ClH:2].[C:45]([N:53]1[CH2:58][CH2:57][O:56][C:55]([C:59]2[CH:64]=[CH:63][C:62]([F:65])=[C:61]([F:66])[CH:60]=2)([CH2:67][CH2:68][N:107]2[CH2:106][CH2:105][C:104]([NH:103][C:101]([O:100][CH3:99])=[O:102])([C:110]3[CH:115]=[CH:114][CH:113]=[CH:112][CH:111]=3)[CH2:109][CH2:108]2)[CH2:54]1)(=[O:52])[C:46]1[CH:47]=[CH:48][CH:49]=[CH:50][CH:51]=1 |f:0.1.2.3.4,5.6,7.8.9,15.16.17|. Procedure details: A mixture of 1.2 g of the compound obtained in step C of EXAMPLE 37, 1.3 g of 4-(methoxycarbonylamino)-4-phenylpiperidine p-toluenesulfonate and 1.2 g of K2CO3 in 3 ml of DMF is heated at 80-100° C. for 2 hours. After cooling to RT, the reaction mixture is poured into water and the precipitate formed is wrung and dried under vaccum. The precipitate is chromatographed on silica H using a DCM/MeOH mixture (from 100/1.5; v/v to 100/3; v/v) as the eluent. The product obtained is dissolved in DCM, a ... Reactants: CS(C)=O, C1CC2CCC(C1)N2, CCN(C(C)C)C(C)C, Cl, N#Cc1ccc(F)c(F)c1. The product is N#Cc1ccc(N2C3CCCC2CC3)c(F)c1. As a reaction SMILES: [CH3:29][S:30]([CH3:31])=[O:32].[CH:12]12[CH2:13][CH2:14][CH2:15][CH:16]([CH2:17][CH2:18]1)[NH:19]2.[CH:20]([N:21]([CH:22]([CH3:23])[CH3:24])[CH2:25][CH3:26])([CH3:27])[CH3:28].[ClH:11].[F:1][c:2]1[cH:3][c:4]([C:5]#[N:6])[cH:7][cH:8][c:9]1[F:10]>>[F:1][c:2]1[cH:3][c:4]([C:5]#[N:6])[cH:7][cH:8][c:9]1[N:19]1[CH:12]2[CH2:13][CH2:14][CH2:15][CH:16]1[CH2:17][CH2:18]2. Yields the product CC(C)(C)NC1=NNC(=C1C(=O)OCC)C (3-[(1,1-Dimethylethyl)amino]-5-methyl-1H-pyrazole-4-carboxylic acid, ethyl ester). Reaction SMILES: [CH3:1][C:2]([NH:5][C:6](=S)[NH:7][NH2:8])([CH3:4])[CH3:3].Cl[CH:11]([C:17]([CH3:19])=O)[C:12]([O:14][CH2:15][CH3:16])=[O:13].[S]>Cl>[CH3:1][C:2]([NH:5][C:6]1[C:11]([C:12]([O:14][CH2:15][CH3:16])=[O:13])=[C:17]([CH3:19])[NH:8][N:7]=1)([CH3:4])[CH3:3] |^3:19|. Starting materials: ClC(C(=O)OCC)C(=O)C (ethyl 2-chloroacetoacetate), CC(C)(C)NC(NN)=S (4-(1,1-dimethylethyl)-3-thiosemicarbazide), [S] (sulfur). Procedure: A solution of 25 g (0.17 mole) of 4-(1,1-dimethylethyl)-3-thiosemicarbazide in 85 mL of 2N ethanolic hydrogen chloride was cooled to 0° C. with an ice bath and while stirring under nitrogen atmosphere, 28 g (0.17 mole) of ethyl 2-chloroacetoacetate was added dropwise. The reaction mixture was allowed to come to room temperature while stirring for 16 hr. The pale yellow solution was then refluxed for 2 hr during which a film of sulfur deposited on the sides of the flask. The reaction mixture was ... Yield: 101.8%. Run in Cl (hydrogen chloride). The reactants are O=C(O)c1ccc(OCc2ccccc2)cc1, CCN=C=NCCCN(C)C, COC(=O)C(C)(C)N, CCN(C(C)C)C(C)C, CN(C)C=O, O, On1nnc2ccccc21. Product: COC(=O)C(C)(C)NC(=O)c1ccc(OCc2ccccc2)cc1. Reaction SMILES: [CH2:10]([c:11]1[cH:12][cH:13][cH:14][cH:15][cH:16]1)[O:17][c:18]1[cH:19][cH:20][c:21]([C:22](=[O:23])[OH:24])[cH:25][cH:26]1.[CH3:37][CH2:38][N:39]=[C:40]=[N:41][CH2:42][CH2:43][CH2:44][N:45]([CH3:46])[CH3:47].[CH3:48][O:49][C:50]([C:51]([CH3:52])([CH3:53])[NH2:54])=[O:55].[CH:1]([N:2]([CH2:3][CH3:4])[CH:5]([CH3:6])[CH3:7])([CH3:8])[CH3:9].[O:56]=[CH:57][N:58]([CH3:59])[CH3:60].[OH2:61].[OH:27][n:28]1[c:29]2[c:30]([cH:31][cH:32][cH:33][cH:34]2)[n:35][n:36]1>>[CH2:10]([c:11]1[cH:12][cH:13][cH:14][cH:15][cH:16]1)[O:17][c:18]1[cH:19][cH:20][c:21]([C:22](=[O:24])[NH:54][C:51]([C:50]([O:49][CH3:48])=[O:55])([CH3:52])[CH3:53])[cH:25][cH:26]1.